describe an organic reaction: reactants, conditions, products, and yield From a dataset of the Open Reaction Database (ORD), a public repository of structured organic reaction records. Starting materials: C(C)(=O)C1CCCC1 (acetylcyclopentane), BrBr (bromine), ice, solid, C([O-])([O-])=O.[K+].[K+] (potassium carbonate). Run in O (water), O (water), CO (methanol). Conditions: time 0.5 hour. Product: BrCC(=O)C1CCCC1 (bromoacetylcyclopentane). Isolated yield 109.8%. Reaction SMILES: [C:1]([CH:4]1[CH2:8][CH2:7][CH2:6][CH2:5]1)(=[O:3])[CH3:2].[Br:9]Br.C(=O)([O-])[O-].[K+].[K+]>CO.O>[Br:9][CH2:2][C:1]([CH:4]1[CH2:8][CH2:7][CH2:6][CH2:5]1)=[O:3] |f:2.3.4|. Reported procedure: To a solution of 16.1 g (0.143 mol) of acetylcyclopentane in 175 ml of methanol cooled in an ice bath was added 7.7 ml (0.15 mol) of bromine during 5 min. The reaction mixture was then allowed to warm to 10°-15° and held there by occasional application of the ice bath for 45 min until the reaction mixture became colorless. Then 100 ml of water was added and it was allowed to stir at room temperature for 0.5 hr. It was partially neutralized by the cautious addition of 10 g (72 mmol) of solid pota... Reactants: C(C)OCC (diethyl ether), OC=1C=C(C=C(C(=O)O)C1)C(=O)O (5-Hydroxyisophthalic acid), [Si](C)(C)(C(C)(C)C)Cl (t-butyldimethylsilyl chloride), N1C=NC=C1 (imidazole). Run in O (water), CN(C=O)C (N,N-dimethylformamide). Run at time 8 hour. Product: [Si](C)(C)(C(C)(C)C)OC1=CC(=CC(=C1)C(=O)O)C(=O)O (1-t-Butyldimethylsilyloxy-3,5-benzenedicarboxylic acid). Yield: 68.2%. As a reaction SMILES: [OH:1][C:2]1[CH:3]=[C:4]([C:11]([OH:13])=[O:12])[CH:5]=[C:6]([CH:10]=1)[C:7]([OH:9])=[O:8].[Si:14](Cl)([C:17]([CH3:20])([CH3:19])[CH3:18])([CH3:16])[CH3:15].N1C=CN=C1.C(OCC)C>CN(C)C=O.O>[Si:14]([O:1][C:2]1[CH:3]=[C:4]([C:11]([OH:13])=[O:12])[CH:5]=[C:6]([C:7]([OH:9])=[O:8])[CH:10]=1)([C:17]([CH3:20])([CH3:19])[CH3:18])([CH3:16])[CH3:15]. Procedure details: 5-Hydroxyisophthalic acid (9.11 g, 50.0 mmole) and t-butyldimethylsilyl chloride (25.2 g, 167 mmole) were dissolved in anhydrous N,N-dimethylformamide (55 ml). Upon adding imidazole (20.4 g, 300 mmole), the solution was stirred overnight before shaking with diethyl ether (200 ml) and water (600 ml). The organic layer was reduced in volume by evaporation to a clear oil, which was mixed with tetrahydrofuran (45 ml), water (30 ml), glacial acetic acid (30 ml) and acidified with 37% HCl solution. Th...